From a dataset of the Open Reaction Database (ORD), a public repository of structured organic reaction records. describe an organic reaction: reactants, conditions, products, and yield The reactants are CC=1N(C2=CC=C(C=C2C1C1=CC=NC2=C(C=CC=C12)C(F)(F)F)C)CC(=O)OCC (Ethyl 2,5-dimethyl-3-[8-(trifluoromethyl)-4-quinolinyl]-1H-indole-1-acetate), [OH-].[Na+] (sodium hydroxide). Solvent: C1CCOC1 (THF), CO (methanol). Product: CC=1N(C2=CC=C(C=C2C1C1=CC=NC2=C(C=CC=C12)C(F)(F)F)C)CC(=O)O (2,5-Dimethyl-3-[8-(trifluoromethyl)-4-quinolinyl]-1H-indole-1-acetic acid). Reaction SMILES: [CH3:1][C:2]1[N:3]([CH2:26][C:27]([O:29]CC)=[O:28])[C:4]2[C:9]([C:10]=1[C:11]1[C:20]3[C:15](=[C:16]([C:21]([F:24])([F:23])[F:22])[CH:17]=[CH:18][CH:19]=3)[N:14]=[CH:13][CH:12]=1)=[CH:8][C:7]([CH3:25])=[CH:6][CH:5]=2.[OH-].[Na+]>C1COCC1.CO>[CH3:1][C:2]1[N:3]([CH2:26][C:27]([OH:29])=[O:28])[C:4]2[C:9]([C:10]=1[C:11]1[C:20]3[C:15](=[C:16]([C:21]([F:22])([F:23])[F:24])[CH:17]=[CH:18][CH:19]=3)[N:14]=[CH:13][CH:12]=1)=[CH:8][C:7]([CH3:25])=[CH:6][CH:5]=2 |f:1.2|. Procedure: A solution of product from step b) (1.46 g) and 1 M sodium hydroxide (3.42 ml) in THF (20 ml) and methanol (2 ml) was stirred for 16 hours. The solvent was removed in vacuo and the residue was dissolved in water (20 ml) and washed with dichloromethane. 1M HCl (3.4 ml) was added slowly to the stirred solution. The precipitate was collected and dried to give the title compound (1.23 g. M.p. 145° C. Reactants: CCS(=O)(=O)c1ccc(CBr)c(Cl)c1, COC(=O)Cc1c(C)[nH]c2ncccc12, [H-], [I-], [Na+], [Na+], CN(C)C=O. Product: CCS(=O)(=O)c1ccc(Cn2c(C)c(CC(=O)OC)c3cccnc32)c(Cl)c1. Reaction SMILES: [Br:18][CH2:19][c:20]1[c:21]([Cl:31])[cH:22][c:23]([S:26](=[O:27])(=[O:28])[CH2:29][CH3:30])[cH:24][cH:25]1.[CH3:1][O:2][C:3]([CH2:4][c:5]1[c:6]([CH3:14])[nH:7][c:8]2[n:9][cH:10][cH:11][cH:12][c:13]12)=[O:15].[H-:16].[I-:33].[Na+:17].[Na+:32].[O:34]=[CH:35][N:36]([CH3:37])[CH3:38]>>[CH3:1][O:2][C:3]([CH2:4][c:5]1[c:6]([CH3:14])[n:7]([CH2:19][c:20]2[c:21]([Cl:31])[cH:22][c:23]([S:26](=[O:27])(=[O:28])[CH2:29][CH3:30])[cH:24][cH:25]2)[c:8]2[n:9][cH:10][cH:11][cH:12][c:13]12)=[O:15]. Starting materials: O=C1CNC(=O)N1Cc1ccccc1, [K+], [K+], O=[N+]([O-])c1ccc(CBr)cc1, O=C([O-])[O-], CN(C)C=O. Yields the product O=C1CN(Cc2ccc([N+](=O)[O-])cc2)C(=O)N1Cc1ccccc1. As a reaction SMILES: [CH2:1]([c:2]1[cH:3][cH:4][cH:5][cH:6][cH:7]1)[N:8]1[C:9](=[O:14])[NH:10][CH2:11][C:12]1=[O:13].[K+:15].[K+:16].[N+:21](=[O:22])([O-:23])[c:24]1[cH:25][cH:26][c:27]([CH2:28][Br:29])[cH:30][cH:31]1.[O-:17][C:18]([O-:19])=[O:20].[O:32]=[CH:33][N:34]([CH3:35])[CH3:36]>>[CH2:1]([c:2]1[cH:3][cH:4][cH:5][cH:6][cH:7]1)[N:8]1[C:9](=[O:14])[N:10]([CH2:28][c:27]2[cH:26][cH:25][c:24]([N+:21](=[O:22])[O-:23])[cH:31][cH:30]2)[CH2:11][C:12]1=[O:13]. Reactants: BrC=1C(=CC2=C(C=3N(CCO2)C(=C(N3)C(=O)OC)CC3=CC=NN3C)C1)F (Methyl 10-bromo-9-fluoro-3-((1-methyl-1H-pyrazol-5-yl)methyl)-5,6-dihydrobenzo[f]imidazo[1,2-d][1,4]oxazepine-2-carboxylate), C[O-].[Na+] (sodium methoxide), C(=O)N (formamide). Product: BrC=1C(=CC2=C(C=3N(CCO2)C(=C(N3)C(=O)N)CC3=CC=NN3C)C1)F (10-bromo-9-fluoro-3-((1-methyl-1H-pyrazol-5-yl)methyl)-5,6-dihydrobenzo[f]imidazo[1,2-d][1,4]oxazepine-2-carboxamide). As a reaction SMILES: [Br:1][C:2]1[C:3]([F:27])=[CH:4][C:5]2[O:11][CH2:10][CH2:9][N:8]3[C:12]([CH2:19][C:20]4[N:24]([CH3:25])[N:23]=[CH:22][CH:21]=4)=[C:13]([C:15]([O:17]C)=O)[N:14]=[C:7]3[C:6]=2[CH:26]=1.C[O-].[Na+].C([NH2:33])=O>>[Br:1][C:2]1[C:3]([F:27])=[CH:4][C:5]2[O:11][CH2:10][CH2:9][N:8]3[C:12]([CH2:19][C:20]4[N:24]([CH3:25])[N:23]=[CH:22][CH:21]=4)=[C:13]([C:15]([NH2:33])=[O:17])[N:14]=[C:7]3[C:6]=2[CH:26]=1 |f:1.2|. Procedure details: 10-bromo-9-fluoro-3-((1-methyl-1H-pyrazol-5-yl)methyl)-5,6-dihydrobenzo[f]imidazo[1,2-d][1,4]oxazepine-2-carboxamide was prepared similarly to as described in General Procedure L. Methyl 10-bromo-9-fluoro-3-((1-methyl-1H-pyrazol-5-yl)methyl)-5,6-dihydrobenzo[f]imidazo[1,2-d][1,4]oxazepine-2-carboxylate was reacted with sodium methoxide and formamide to afford 11 mg (11% crude yield) of the crude title compound which was carried forward without further purification. Starting materials: ON=C(C1=CC(=CC=C1)N1C(C2=C(N3CCC[C@H]3C1)N=C(N=C2)SC)=O)N ((S)—N′-hydroxy-3-(9-methylthio-6-oxo-2,3,3a,4-tetrahydro-1H,6H-5,8,10,10b-tetraazabenzo[e]azulen-5-yl)benzamidine), C(OCC)(OCC)OCC (triethyl orthoformate). Conditions: temperature 80 celsius, time 2 day. Yields the product O1N=C(N=C1)C=1C=C(C=CC1)N1C(C2=C(N3CCC[C@H]3C1)N=C(N=C2)SC)=O ((S)-5-[3-(1,2,4-oxadiazol-3-yl)phenyl]-9-methylthio-1,2,3,3a,4,5-hexahydro-5,8,10,10b-tetraazabenzo[e]azulen-6-one). The yield is 78.0%. RXN SMILES: [OH:1][N:2]=[C:3]([NH2:27])[C:4]1[CH:9]=[CH:8][CH:7]=[C:6]([N:10]2[CH2:19][C@H:18]3[N:14]([CH2:15][CH2:16][CH2:17]3)[C:13]3[N:20]=[C:21]([S:24][CH3:25])[N:22]=[CH:23][C:12]=3[C:11]2=[O:26])[CH:5]=1.[CH:28](OCC)(OCC)OCC>>[O:1]1[CH:28]=[N:27][C:3]([C:4]2[CH:5]=[C:6]([N:10]3[CH2:19][C@H:18]4[N:14]([CH2:15][CH2:16][CH2:17]4)[C:13]4[N:20]=[C:21]([S:24][CH3:25])[N:22]=[CH:23][C:12]=4[C:11]3=[O:26])[CH:7]=[CH:8][CH:9]=2)=[N:2]1. Procedure: (S)—N′-Hydroxy-3-(9-methylthio-6-oxo-2,3,3a,4-tetrahydro-1H,6H-5,8,10,10b-tetraazabenzo[e]azulen-5-yl)benzamidine (180 mg, 0.47 mmol) obtained in Step 1 of Example 75 was suspended in triethyl orthoformate (6.0 mL), and the mixture was stirred at 80° C. for 2 days. The residue obtained by concentrating the mixture under reduced pressure was then purified by silica gel column chromatography to give (S)-5-[3-(1,2,4-oxadiazol-3-yl)phenyl]-9-methylthio-1,2,3,3a,4,5-hexahydro-5,8,10,10b-tetraazabenzo... Starting materials: NC1=C2C(C(=CN(C2=C(C(=C1F)F)F)C1CC1)C(=O)O)=O (5-amino-1-cyclopropyl-6,7,8-trifluoro-1,4-dihydro-4-oxoquinoline-3-carboxylic acid), C[C@@H]1N[C@@H](CNC1)C (cis-2,6-dimethylpiperazine), Example 1 ( 1 ). Solvent: CN(C=O)C (dimethylformamide). Run at time 24 hour. Product: NC1=C2C(C(=CN(C2=C(C(=C1F)N1C[C@H](N[C@H](C1)C)C)F)C1CC1)C(=O)O)=O (5-amino-1-cyclopropyl-6,8-difluoro-7-(cis-3,5-dimethyl-1-piperazinyl)-1,4-dihydro-4-oxoquinoline-3-carboxylic acid). RXN SMILES: [NH2:1][C:2]1[C:11]([F:12])=[C:10](F)[C:9]([F:14])=[C:8]2[C:3]=1[C:4](=[O:21])[C:5]([C:18]([OH:20])=[O:19])=[CH:6][N:7]2[CH:15]1[CH2:17][CH2:16]1.[CH3:22][C@H:23]1[CH2:28][NH:27][CH2:26][C@@H:25]([CH3:29])[NH:24]1>CN(C)C=O>[NH2:1][C:2]1[C:11]([F:12])=[C:10]([N:27]2[CH2:26][C@H:25]([CH3:29])[NH:24][C@H:23]([CH3:22])[CH2:28]2)[C:9]([F:14])=[C:8]2[C:3]=1[C:4](=[O:21])[C:5]([C:18]([OH:20])=[O:19])=[CH:6][N:7]2[CH:15]1[CH2:16][CH2:17]1. Procedure details: In the same manner as described in Example 1 (1), a mixture of 5-amino-1-cyclopropyl-6,7,8-trifluoro-1,4-dihydro-4-oxoquinoline-3-carboxylic acid, cis-2,6-dimethylpiperazine, and dimethylformamide was stirred at room temperature for 24 hours to give 5-amino-1-cyclopropyl-6,8-difluoro-7-(cis-3,5-dimethyl-1-piperazinyl)-1,4-dihydro-4-oxoquinoline-3-carboxylic acid, m.p. 258°-260° C. Reaction SMILES: [CH3:23][C:24]#[N:25].[Cl:15][N:16]1[C:17](=[O:18])[CH2:19][CH2:20][C:21]1=[O:22].[OH:1][c:2]1[cH:3][c:4]2[c:5]([s:6][c:7]([S:9]([NH2:10])(=[O:11])=[O:12])[cH:8]2)[cH:13][cH:14]1>>[OH:1][c:2]1[c:3]([Cl:15])[c:4]2[c:5]([s:6][c:7]([S:9]([NH2:10])(=[O:11])=[O:12])[cH:8]2)[cH:13][cH:14]1. The reactants are CC#N, O=C1CCC(=O)N1Cl, NS(=O)(=O)c1cc2cc(O)ccc2s1. The product is NS(=O)(=O)c1cc2c(Cl)c(O)ccc2s1. Reactants: C(C)OC([C@H](CC1=CC=C(C=C1)OCC(=O)O)OC)=O ((2S)-3-(4-carboxymethoxy-phenyl)-2-methoxy-propionic acid ethyl ester), CC(CCC1=CC=CC=C1)N (1-methyl-3-phenyl-propylamine), C(C)O[C@H](C(=O)O)CC1=CC=C(C=C1)O[C@H](C)C(NCCC1=CC=C(C=C1)OC1=CC=CC=C1)=O ((2S,1R)-2-ethoxy-3-(4-{1-[2-(4-phenoxy-phenyl)-ethylcarbamoyl]-ethoxy}-phenyl)-propionic acid). The product is CO[C@H](C(=O)O)CC1=CC=C(C=C1)OCC(NC(CCC1=CC=CC=C1)C)=O ((2S)-2-methoxy-3-{4-[(1-methyl-3-phenyl-propylcarbamoyl)-methoxy]-phenyl}-propionic acid). Reaction SMILES: C([O:3][C:4](=[O:20])[C@@H:5]([O:18][CH3:19])[CH2:6][C:7]1[CH:12]=[CH:11][C:10]([O:13][CH2:14][C:15]([OH:17])=O)=[CH:9][CH:8]=1)C.[CH3:21][CH:22]([NH2:31])[CH2:23][CH2:24][C:25]1[CH:30]=[CH:29][CH:28]=[CH:27][CH:26]=1.C(O[C@@H](CC1C=CC(O[C@@H](C(=O)NCCC2C=CC(OC3C=CC=CC=3)=CC=2)C)=CC=1)C(O)=O)C>>[CH3:19][O:18][C@@H:5]([CH2:6][C:7]1[CH:8]=[CH:9][C:10]([O:13][CH2:14][C:15](=[O:17])[NH:31][CH:22]([CH3:21])[CH2:23][CH2:24][C:25]2[CH:30]=[CH:29][CH:28]=[CH:27][CH:26]=2)=[CH:11][CH:12]=1)[C:4]([OH:3])=[O:20]. Reported procedure: The title compound was prepared from (2S)-3-(4-carboxymethoxy-phenyl)-2-methoxy-propionic acid ethyl ester (PREPARATION 3, step 2) and 1-methyl-3-phenyl-propylamine via the same procedure used for the preparation of (2S,1R)-2-ethoxy-3-(4-{1-[2-(4-phenoxy-phenyl)-ethylcarbamoyl]-ethoxy}-phenyl)-propionic acid (Example 1, step 3) to produce a colorless oil. MS (ES) for C22H27NO5 [M−H]−: 384.